Dataset: the Open Reaction Database (ORD), a public repository of structured organic reaction records. Task: describe an organic reaction: reactants, conditions, products, and yield Starting materials: C(=O)(OC)CCCC1=C(C=CC=C1)CCC(C)=O (4-[2-(3-carbomethoxypropyl)phenyl]-2-butanone), C(C(=O)OCC)(=O)OCC (diethyl oxalate), [Na] (sodium). The solvent is C(C)O (ethanol). Run at temperature 50 celsius, time 1 hour. Product: C(=O)(O)CCCC1=C(CC2C(CC(C2=O)=O)=O)C=CC=C1 (2-[2-(3-Carboxypropyl)benzyl]-1,3,4-cyclopentanetrione). Isolated yield 55.2%. Reaction SMILES: [C:1]([CH2:5][CH2:6][CH2:7][C:8]1[CH:13]=[CH:12][CH:11]=[CH:10][C:9]=1[CH2:14][CH2:15][C:16](=[O:18])[CH3:17])([O:3]C)=[O:2].[C:19](OCC)(=[O:25])[C:20](OCC)=[O:21].[Na]>C(O)C>[C:1]([CH2:5][CH2:6][CH2:7][C:8]1[CH:13]=[CH:12][CH:11]=[CH:10][C:9]=1[CH2:14][CH:15]1[C:20](=[O:21])[C:19](=[O:25])[CH2:17][C:16]1=[O:18])([OH:3])=[O:2] |^1:28|. Procedure details: A solution of 96 g (0.44 mol) of 4-[2-(3-carbomethoxypropyl)phenyl]-2-butanone, 10, and 129 g (0.88 mol) of diethyl oxalate was added dropwise at room temperature to a solution made by dissolving 20.2 g (0.88 g-atm) sodium in 200 ml absolute ethanol. After the addition was complete, the reaction was stirred 1 hour at room temperature and 1 hour at 50° C. It was then concentrated, the residue taken up in H2O, and acidified with 70 ml concentrated HCl. The precipitated material was extracted into ... Starting materials: CCOCCO, CCN(C(C)C)C(C)C, NCc1ccc(Cl)cc1Cl, N#Cc1cnc2ccsc2c1Cl. The product is N#Cc1cnc2ccsc2c1NCc1ccc(Cl)cc1Cl. As a reaction SMILES: [CH3:32][CH2:33][O:34][CH2:35][CH2:36][OH:37].[CH:23]([N:24]([CH2:25][CH3:26])[CH:27]([CH3:28])[CH3:29])([CH3:30])[CH3:31].[Cl:13][c:14]1[c:15]([CH2:16][NH2:17])[cH:18][cH:19][c:20]([Cl:22])[cH:21]1.[Cl:1][c:2]1[c:3]2[c:4]([n:5][cH:6][c:7]1[C:8]#[N:9])[cH:10][cH:11][s:12]2>>[c:2]1([NH:17][CH2:16][c:15]2[c:14]([Cl:13])[cH:21][c:20]([Cl:22])[cH:19][cH:18]2)[c:3]2[c:4]([n:5][cH:6][c:7]1[C:8]#[N:9])[cH:10][cH:11][s:12]2. The reactants are OC(C(C(=O)O)C1=CC2=C(C=C1)OCO2)C=2N=C(N(C2)C(=O)OC(C)(C)C)CCCC ((2RS,3SR)-3-hydroxy-2-(3,4-methylenedioxyphenyl)-3-(2-n-butyl-1-tert-butoxycarbonyl-1H-imidazol-4-yl)propionic acid), C(C)(=O)OCC.Cl (hydrogen chloride-ethyl acetate). Yields the product Cl.OC(C(C(=O)O)C1=CC2=C(C=C1)OCO2)C=2N=C(NC2)CCCC ((2RS,3SR)-3-hydroxy-2-(3,4-methylenedioxyphenyl)-3-(2-n-butyl-1H-imidazol-4-yl)propionic acid hydrochloride). RXN SMILES: [OH:1][CH:2]([C:16]1[N:17]=[C:18]([CH2:28][CH2:29][CH2:30][CH3:31])[N:19](C(OC(C)(C)C)=O)[CH:20]=1)[CH:3]([C:7]1[CH:12]=[CH:11][C:10]2[O:13][CH2:14][O:15][C:9]=2[CH:8]=1)[C:4]([OH:6])=[O:5].C(OCC)(=O)C.[ClH:38]>>[ClH:38].[OH:1][CH:2]([C:16]1[N:17]=[C:18]([CH2:28][CH2:29][CH2:30][CH3:31])[NH:19][CH:20]=1)[CH:3]([C:7]1[CH:12]=[CH:11][C:10]2[O:13][CH2:14][O:15][C:9]=2[CH:8]=1)[C:4]([OH:6])=[O:5] |f:1.2,3.4|. Reported procedure: A solution of (2RS,3SR)-3-hydroxy-2-(3,4-methylenedioxyphenyl)-3-(2-n-butyl-1-tert-butoxycarbonyl-1H-imidazol-4-yl)propionic acid (250 mg) in 4N hydrogen chloride-ethyl acetate solution (3 ml) was stirred at ambient temperature for 18 hours. The solution was evaporated in vacuo and then the residue was solidified with ether. Resulting powder was collected by filtration and dried to afford (2RS,3SR)-3-hydroxy-2-(3,4-methylenedioxyphenyl)-3-(2-n-butyl-1H-imidazol-4-yl)propionic acid hydrochloride ... Reactants: P(O)(O)(O)=O (phosphoric acid), [O-]Cl=O.[Na+] (NaClO2), CC(C)=CC (2-methyl-2-butene), resultant mixture, crude material, resultant mixture, C(OCC(CO[N+](=O)[O-])O[N+](=O)[O-])(OC\C(=C(/CO)\C1=CC=CC=C1)\C1=CC=C(C=C1)S(=O)(=O)C)=O (2,3-bis(nitrooxy)propyl (2Z)-4-hydroxy-2-[4-(methylsulfonyl)phenyl]-3-phenylbut-2-en-1-yl carbonate), CC(=O)OI1(C=2C=CC=CC2C(=O)O1)(OC(=O)C)OC(=O)C (Dess-Martin reagent). Run in C1CCOC1 (THF), CC(C)(C)O (t-BuOH), O (water), ClCCl (dichloromethane). Run at time 3.5 hour. Yields the product [N+](=O)([O-])OC(COC(=O)OCC(=C(C(=O)O)C1=CC=CC=C1)C1=CC=C(C=C1)S(=O)(=O)C)CO[N+](=O)[O-] ({([2,3-bis(nitrooxy)propoxy]carbonyl}oxy)-3-[4-(methylsulfonyl)phenyl]-2-phenylbut-2-enoic acid). The yield is 38.7%. As a reaction SMILES: [C:1](=[O:36])([O:14][CH2:15]/[C:16](/[C:26]1[CH:31]=[CH:30][C:29]([S:32]([CH3:35])(=[O:34])=[O:33])=[CH:28][CH:27]=1)=[C:17](/[C:20]1[CH:25]=[CH:24][CH:23]=[CH:22][CH:21]=1)\[CH2:18][OH:19])[O:2][CH2:3][CH:4]([O:10][N+:11]([O-:13])=[O:12])[CH2:5][O:6][N+:7]([O-:9])=[O:8].CC(OI1(OC(C)=O)(OC(C)=O)OC(=O)C2C=CC=CC1=2)=[O:39].CC(=CC)C.P(=O)(O)(O)O.[O-]Cl=O.[Na+]>ClCCl.C1COCC1.CC(O)(C)C.O>[N+:11]([O:10][CH:4]([CH2:5][O:6][N+:7]([O-:9])=[O:8])[CH2:3][O:2][C:1]([O:14][CH2:15][C:16]([C:26]1[CH:31]=[CH:30][C:29]([S:32]([CH3:35])(=[O:33])=[O:34])=[CH:28][CH:27]=1)=[C:17]([C:20]1[CH:25]=[CH:24][CH:23]=[CH:22][CH:21]=1)[C:18]([OH:39])=[O:19])=[O:36])([O-:13])=[O:12] |f:4.5|. Procedure details: To a solution of 3.1 g of 2,3-bis(nitrooxy)propyl (2Z)-4-hydroxy-2-[4-(methylsulfonyl)phenyl]-3-phenylbut-2-en-1-yl carbonate in 30 mL of dichloromethane was added 3.1 g of Dess-Martin reagent and the resultant mixture was stirred at rt for 2 h. Then 3 mL of water was added and the resultant mixture was stirred at rt for 0.5 h. The cloudy mixture was then filtered and filtrate extracted 3× with EtOAc. The organic layers were combined, dried (Na2SO4), filtered and concentrated in vacuo to give a ... The reactants are COC(=O)c1nc(Br)c(C(F)(F)F)cc1N, Cc1cc(Cl)ccc1B(O)O. Yields the product COC(=O)c1nc(-c2ccc(Cl)cc2C)c(C(F)(F)F)cc1N. RXN SMILES: [CH3:1][O:2][C:3](=[O:4])[c:5]1[n:6][c:7]([Br:16])[c:8]([C:12]([F:13])([F:14])[F:15])[cH:9][c:10]1[NH2:11].[Cl:17][c:18]1[cH:19][c:20]([CH3:27])[c:21]([B:24]([OH:25])[OH:26])[cH:22][cH:23]1>>[CH3:1][O:2][C:3](=[O:4])[c:5]1[n:6][c:7](-[c:21]2[c:20]([CH3:27])[cH:19][c:18]([Cl:17])[cH:23][cH:22]2)[c:8]([C:12]([F:13])([F:14])[F:15])[cH:9][c:10]1[NH2:11].